From a dataset of the Open Reaction Database (ORD), a public repository of structured organic reaction records. describe an organic reaction: reactants, conditions, products, and yield Starting materials: C(Cl)(Cl)Cl (chloroform), N1C(CCCC1)=O (2-piperidone), BrCCCCBr (1,4-dibromobutane), [H-].[Na+] (sodium hydride). Solvent: CN(C=O)C (dimethylformamide). Reaction conditions: temperature 80 celsius, time 1 hour. The product is BrCCCCN1C(CCCC1)=O (1-(4-bromobutyl)-2-piperidone). Isolated yield 27.8%. Reaction SMILES: [NH:1]1[CH2:6][CH2:5][CH2:4][CH2:3][C:2]1=[O:7].[H-].[Na+].[Br:10][CH2:11][CH2:12][CH2:13][CH2:14]Br.C(Cl)(Cl)Cl>CN(C)C=O>[Br:10][CH2:11][CH2:12][CH2:13][CH2:14][N:1]1[CH2:6][CH2:5][CH2:4][CH2:3][C:2]1=[O:7] |f:1.2|. Procedure: 2-piperidone (1.98 g, 20.0 mmoles) was dissolved in 40 ml of dimethylformamide, 60% sodium hydride (840 mg, 21.0 mmoles) was added to the solution, and the mixture was stirred at 80° C. for 1 hour. After cooling the mixture to room temperature, 1,4-dibromobutane (21.6 g, 100 mmoles) was added, and the resulting mixture was stirred at room temperature for 12 hours. After chloroform was added to the reaction mixture, insolubles were removed by filtration, and the filtrate was concentrated under re... Reactants: CCOC(C)=O, CCOC(=O)C(C)(C)C(=O)OCC, CCO, Cl, [K+], [OH-]. Yields the product CCOC(=O)C(C)(C)C(=O)O. Reaction SMILES: [CH3:16][CH2:17][O:18][C:19]([CH3:20])=[O:21].[CH3:1][C:2]([C:3](=[O:4])[O:5][CH2:6][CH3:7])([C:8](=[O:9])[O:10][CH2:11][CH3:12])[CH3:13].[CH3:23][CH2:24][OH:25].[ClH:22].[K+:15].[OH-:14]>>[CH3:1][C:2]([C:3](=[O:4])[O:5][CH2:6][CH3:7])([C:8](=[O:9])[OH:10])[CH3:13].